From a dataset of the Open Reaction Database (ORD), a public repository of structured organic reaction records. describe an organic reaction: reactants, conditions, products, and yield Reactants: P(O)(=O)(OP(=O)(O)OP(=O)(O)O)OC[C@@H]1[C@H]([C@H]([C@@H](O1)N1C=NC=2C(N)=NC=NC12)O)O (ATP), C=1N=C(C2=C(N1)N(C=N2)[C@H]3[C@@H]([C@H]4[C@H](O3)COP(=O)(O4)O)O)N (cAMP). Reaction conditions: temperature -20 celsius, time 36 hour. The product is C1=NC2=C(C(=N1)N)N=CN2[C@H]3[C@@H]([C@@H]([C@H](O3)COP(=O)(O)O)O)O (Adenylate). Reaction SMILES: [P:1]([O:13][CH2:14][C@H:15]1[O:19][C@@H:18]([N:20]2[C:29]3[N:28]=[CH:27][N:26]=[C:24]([NH2:25])[C:23]=3[N:22]=[CH:21]2)[C@H:17]([OH:30])[C@@H:16]1[OH:31])([O:4]P(OP(O)(O)=O)(O)=O)(=[O:3])[OH:2].C1N=C(N)C2N=CN([C@@H]3O[C@@H]4COP(O)(O[C@H]4[C@H]3O)=O)C=2N=1>>[CH:27]1[N:26]=[C:24]([NH2:25])[C:23]2[N:22]=[CH:21][N:20]([C@@H:18]3[O:19][C@H:15]([CH2:14][O:13][P:1]([OH:4])([OH:3])=[O:2])[C@@H:16]([OH:31])[C@H:17]3[OH:30])[C:29]=2[N:28]=1. Procedure details: This step involves incubation of the sample with ATP and calmodulin to generate cAMP. The assay may be initiated at any time within 48 hours of specimen collection, usually at a central laboratory. The assay is carried out in a sterile solution which encourages bacterial viability (e.g. Stainer-Scholte medium, Stainer, D. W. and Scholte, M. J., A simple chemically defined medium for the production of phase I Bordetella pertussis. J. Gen. Microbiol. 63:211-220, 1971) supplemented with 200 nM to 5... Reactants: C(C)(C)(C)OC(=O)N1CCC2=CC(=CC=C12)Br (5-bromo-2,3-dihydro-indole-1-carboxylic acid tert-butyl ester), C(C)(C)(C)OC(=O)N1CC(NCC1)CC1=CC=CC=C1 (3-benzyl-piperazine-1-carboxylic acid tert-butyl ester). The product is C(C)(C)(C)OC(=O)N1CCC2=CC(=CC=C12)N1C(CN(CC1)C(=O)OC(C)(C)C)CC1=CC=CC=C1 (5-(2-benzyl-4-tert-butoxycarbonyl-piperazin-1-yl)-2,3-dihydro-indole-1-carboxylic acid tert-butyl ester). As a reaction SMILES: [C:1]([O:5][C:6]([N:8]1[C:16]2[C:11](=[CH:12][C:13](Br)=[CH:14][CH:15]=2)[CH2:10][CH2:9]1)=[O:7])([CH3:4])([CH3:3])[CH3:2].[C:18]([O:22][C:23]([N:25]1[CH2:30][CH2:29][NH:28][CH:27]([CH2:31][C:32]2[CH:37]=[CH:36][CH:35]=[CH:34][CH:33]=2)[CH2:26]1)=[O:24])([CH3:21])([CH3:20])[CH3:19]>>[C:1]([O:5][C:6]([N:8]1[C:16]2[C:11](=[CH:12][C:13]([N:28]3[CH2:29][CH2:30][N:25]([C:23]([O:22][C:18]([CH3:20])([CH3:21])[CH3:19])=[O:24])[CH2:26][CH:27]3[CH2:31][C:32]3[CH:33]=[CH:34][CH:35]=[CH:36][CH:37]=3)=[CH:14][CH:15]=2)[CH2:10][CH2:9]1)=[O:7])([CH3:4])([CH3:3])[CH3:2]. Procedure details: Following the procedure of steps 2 and 4 of Example 1, 5-bromo-2,3-dihydro-indole-1-carboxylic acid tert-butyl ester (0.48 g, 1.6 mmol) was coupled with 3-benzyl-piperazine-1-carboxylic acid tert-butyl ester to give 5-(2-benzyl-4-tert-butoxycarbonyl-piperazin-1-yl)-2,3-dihydro-indole-1-carboxylic acid tert-butyl ester, which was then deprotected by reaction with TFA to afford 5-(2-benzyl-piperazin-1-yl)-2,3-dihydro-1H-indole (0.16 g) as a yellow foam; 1H NMR (300, MHz, CDCl3) δ 7.24-7.10 (m, 3H)... Reactants: C(C1=CC=CC=C1)N1C([C@H](N(C2=CC=C(C=C12)F)C(C1=CC(=CC=C1)OC)=O)CC)=O ((3R)-1-Benzyl-3-ethyl-7-fluoro-4-(3-methoxybenzoyl)-3,4-dihydroquinoxalin-2(1H)-one), C(C)[C@@H]1C(N(C2=CC(=CC=C2N1C(C1=CC=C(C=C1)O)=O)F)C)=O ((3R)-3-ethyl-7-fluoro-4-(4-hydroxybenzoyl)-1-methyl-3,4-dihydroquinoxalin-2(1H)-one). Product: C(C1=CC=CC=C1)N1C([C@H](N(C2=CC=C(C=C12)F)C(C1=CC(=CC=C1)O)=O)CC)=O ((3R)-1benzyl-3-ethyl-7-fluoro-4-(3-hydroxybenzoyl)-3,4-dihydroquinoxalin-2(1H)-one). The yield is 74.0%. RXN SMILES: [CH2:1]([N:8]1[C:17]2[C:12](=[CH:13][CH:14]=[C:15]([F:18])[CH:16]=2)[N:11]([C:19](=[O:28])[C:20]2[CH:25]=[CH:24][CH:23]=[C:22]([O:26]C)[CH:21]=2)[C@H:10]([CH2:29][CH3:30])[C:9]1=[O:31])[C:2]1[CH:7]=[CH:6][CH:5]=[CH:4][CH:3]=1.C([C@H]1N(C(=O)C2C=CC(O)=CC=2)C2C(=CC(F)=CC=2)N(C)C1=O)C>>[CH2:1]([N:8]1[C:17]2[C:12](=[CH:13][CH:14]=[C:15]([F:18])[CH:16]=2)[N:11]([C:19](=[O:28])[C:20]2[CH:25]=[CH:24][CH:23]=[C:22]([OH:26])[CH:21]=2)[C@H:10]([CH2:29][CH3:30])[C:9]1=[O:31])[C:2]1[CH:7]=[CH:6][CH:5]=[CH:4][CH:3]=1. Procedure details: (3R)-1-Benzyl-3-ethyl-7-fluoro-4-(3-methoxybenzoyl)-3,4-dihydroquinoxalin-2(1H)-one was treated according to the procedure for the preparation of (3R)-3-ethyl-7-fluoro-4-(4-hydroxybenzoyl)-1-methyl-3,4-dihydroquinoxalin-2(1H)-one (see Example 1) to yield (3R)-1benzyl-3-ethyl-7-fluoro-4-(3-hydroxybenzoyl)-3,4-dihydroquinoxalin-2(1H)-one (74%). [α]D25=−279° (c=0.0095G/ML, CHCl3); MS (ESI) m/z 405 ([M+H]+); MS (ESI) m/z 403 ([M−H]−); HRMS: calcd for C24H21FN2O3.0.25H2O, 408.6563; found (ESI+), 405.... Starting materials: CC1(OC(C(=C1CC)C)OC)OC (2,4-Dimethyl-3-ethyl-2,5-dimethoxy-2,5-dihydrofuran), buffer solution, O1CCCC1 (tetrahydrofuran), [Cl-].[Na+] (sodium chloride). Run in O (water). The product is CC=1C(CC(C1CC)=O)O (2-methyl-3-ethyl-cyclopent-2-en-4-on-1-ol). Yield: 61.4%. As a reaction SMILES: [CH3:1][C:2]1([O:12]C)[C:6]([CH2:7][CH3:8])=[C:5]([CH3:9])[CH:4]([O:10]C)O1.O1CCCC1.[Cl-].[Na+]>O>[CH3:9][C:5]1[CH:4]([OH:10])[CH2:1][C:2](=[O:12])[C:6]=1[CH2:7][CH3:8] |f:2.3|. Procedure: 2,4-Dimethyl-3-ethyl-2,5-dimethoxy-2,5-dihydrofuran (9.3 g) was added to a mixture of 100 ml of a buffer solution (pH 5; prepared from potassium hydrogen phthalate and sodium hydrogen carbonate) and tetrahydrofuran (50 ml), and the mixture was refluxed for 1 hour. The reaction solution was poured into water, saturated with sodium chloride and extracted three times with ethyl acetate. The ethyl acetate layer was concentrated, and the residue was distilled to obtain 4.3 g of 2-methyl-3-ethyl-cyclo... The reactants are S1C=CC2=C1C=CC=C2OCCC=2N=C(OC2C)C2=CC=CC=C2 (4-[2-(benzothiophene-4-yloxy)-ethyl]-5-methyl-2-phenyl-oxazole), [N+](=O)(O)[O-] (nitric acid), C([O-])([O-])=O.[Na+].[Na+] (sodium carbonate). The solvent is C(C)(=O)O (acetic acid), O (water). Reaction conditions: temperature 60 celsius, time 1 hour. Product: CC1=C(N=C(O1)C1=CC=CC=C1)CCOC1=CC=C(C2=C1C=CS2)[N+](=O)[O-] (5-Methyl-4-[2-(7-nitro-benzothiophene-4-yloxy)-ethyl]-2-phenyl-oxazole). Reaction SMILES: [S:1]1[C:5]2[CH:6]=[CH:7][CH:8]=[C:9]([O:10][CH2:11][CH2:12][C:13]3[N:14]=[C:15]([C:19]4[CH:24]=[CH:23][CH:22]=[CH:21][CH:20]=4)[O:16][C:17]=3[CH3:18])[C:4]=2[CH:3]=[CH:2]1.[N+:25]([O-])([OH:27])=[O:26].C(=O)([O-])[O-].[Na+].[Na+]>C(O)(=O)C.O>[CH3:18][C:17]1[O:16][C:15]([C:19]2[CH:24]=[CH:23][CH:22]=[CH:21][CH:20]=2)=[N:14][C:13]=1[CH2:12][CH2:11][O:10][C:9]1[C:4]2[CH:3]=[CH:2][S:1][C:5]=2[C:6]([N+:25]([O-:27])=[O:26])=[CH:7][CH:8]=1 |f:2.3.4|. Procedure: 286 g (0.853 mol) of 4-[2-(benzothiophene-4-yloxy)-ethyl]-5-methyl-2-phenyl-oxazole were suspended in 6.3 l of glacial acetic acid. Temperature was raised to 60° C. The resulting clear solution was cooled to 25° C. 132 ml (3.18 mol) of 100% nitric acid were added within 3 minutes. The reaction mixture was cooled below 30° C. After crystallization the suspension was stirred at 18 to 20° C. for 1 hour. The precipitate was filtered with suction and washed with 2×600 ml of tert-butyl methyl ether. T...